Dataset: the Open Reaction Database (ORD), a public repository of structured organic reaction records. Task: describe an organic reaction: reactants, conditions, products, and yield Reactants: ClCCl, C(=NC1CCCCC1)=NC1CCCCC1, Cl, CCCC(C)(c1ccc(F)cc1)c1cc(O)c2c(c1)OC(C)(C)C1=C2CC(C)CC1, O=C(O)CCCN1CCCCC1. Yields the product Cl, CCCC(C)(c1ccc(F)cc1)c1cc(OC(=O)CCCN2CCCCC2)c2c(c1)OC(C)(C)C1=C2CC(C)CC1. RXN SMILES: [CH2:59]([Cl:60])[Cl:61].[CH:44]1([N:45]=[C:46]=[N:47][CH:48]2[CH2:49][CH2:50][CH2:51][CH2:52][CH2:53]2)[CH2:54][CH2:55][CH2:56][CH2:57][CH2:58]1.[ClH:31].[F:1][c:2]1[cH:3][cH:4][c:5]([C:8]([CH2:9][CH2:10][CH3:11])([CH3:12])[c:13]2[cH:14][c:15]([OH:30])[c:16]3[c:17]([cH:29]2)[O:18][C:19]([CH3:27])([CH3:28])[C:20]2=[C:21]3[CH2:22][CH:23]([CH3:26])[CH2:24][CH2:25]2)[cH:6][cH:7]1.[N:32]1([CH2:38][CH2:39][CH2:40][C:41](=[O:42])[OH:43])[CH2:33][CH2:34][CH2:35][CH2:36][CH2:37]1>>[ClH:31].[F:1][c:2]1[cH:3][cH:4][c:5]([C:8]([CH2:9][CH2:10][CH3:11])([CH3:12])[c:13]2[cH:14][c:15]([O:30][C:41]([CH2:40][CH2:39][CH2:38][N:32]3[CH2:33][CH2:34][CH2:35][CH2:36][CH2:37]3)=[O:42])[c:16]3[c:17]([cH:29]2)[O:18][C:19]([CH3:27])([CH3:28])[C:20]2=[C:21]3[CH2:22][CH:23]([CH3:26])[CH2:24][CH2:25]2)[cH:6][cH:7]1. The reactants are O (water), BrC=1C=C(C=CC1C)O (3-bromo-4-methylphenol), COCCCl (methoxyethyl chloride), [H-].[Na+] (sodium hydride). Reaction SMILES: [Br:1][C:2]1[CH:3]=[C:4]([OH:9])[CH:5]=[CH:6][C:7]=1[CH3:8].[H-].[Na+].[CH3:12][O:13][CH2:14][CH2:15]Cl.O>CN(C)C=O>[Br:1][C:2]1[CH:3]=[C:4]([O:9][CH2:12][O:13][CH2:14][CH3:15])[CH:5]=[CH:6][C:7]=1[CH3:8] |f:1.2|. Product: BrC1=C(C=CC(=C1)OCOCC)C (2-Bromo-4-ethoxymethoxy-1-methylbenzene). Reaction conditions: time 1 hour. Procedure details: 12.1 g (65 mmol) of 3-bromo-4-methylphenol are placed in 100 ml of dry dimethylformamide in a round-bottomed flask and under a stream of nitrogen. At 0° C., 3.1 g (78 mmol) of 60% sodium hydride are added slowly. After 1 hour, 7.3 ml (78 mmol) of methoxyethyl chloride are added dropwise. The mixture is stirred at room temperature overnight. It is then poured into water and extracted with ethyl acetate. The organic phase is dried over magnesium sulfate, filtered and then evaporated. The residue o... Yield: 82.9%. Solvent: CN(C=O)C (dimethylformamide). Starting materials: NC(C(=O)OCC)(CCC=1C=C2CCC=3C(=NOC3C3=NOC(=C3C(F)(F)F)C3=CC=CC=C3)C2=CC1)C (ethyl 2-amino-2-methyl-4-(3-(5-phenyl-4-(trifluoromethyl)isoxazol-3-yl)-4,5-dihydronaphtho[1,2-c]isoxazol-7-yl)butanoate), aqueous solution, [OH-].[Na+] (sodium hydroxide), O (water). Run in CO (methanol). Run at temperature 66 celsius, time 30 minute. The product is NC(C(=O)O)(CCC=1C=C2CCC=3C(=NOC3C3=NOC(=C3C(F)(F)F)C3=CC=CC=C3)C2=CC1)C (2-amino-2-methyl-4-(3-(5-phenyl-4-(trifluoromethyl)isoxazol-3-yl)-4,5-dihydronaphtho[1,2-c]isoxazol-7-yl)butanoic acid), C(=O)(C(F)(F)F)O (TFA). Isolated yield 61.9%. RXN SMILES: [NH2:1][C:2]([CH3:38])([CH2:8][CH2:9][C:10]1[CH:11]=[C:12]2[C:35](=[CH:36][CH:37]=1)[C:16]1=[N:17][O:18][C:19]([C:20]3[C:24]([C:25]([F:28])([F:27])[F:26])=[C:23]([C:29]4[CH:34]=[CH:33][CH:32]=[CH:31][CH:30]=4)[O:22][N:21]=3)=[C:15]1[CH2:14][CH2:13]2)[C:3]([O:5]CC)=[O:4].[OH-:39].[Na+].[OH2:41]>CO>[NH2:1][C:2]([CH3:38])([CH2:8][CH2:9][C:10]1[CH:11]=[C:12]2[C:35](=[CH:36][CH:37]=1)[C:16]1=[N:17][O:18][C:19]([C:20]3[C:24]([C:25]([F:26])([F:28])[F:27])=[C:23]([C:29]4[CH:30]=[CH:31][CH:32]=[CH:33][CH:34]=4)[O:22][N:21]=3)=[C:15]1[CH2:14][CH2:13]2)[C:3]([OH:5])=[O:4].[C:24]([OH:41])([C:25]([F:28])([F:27])[F:26])=[O:39] |f:1.2|. Procedure: A mixture of ethyl 2-amino-2-methyl-4-(3-(5-phenyl-4-(trifluoromethyl)isoxazol-3-yl)-4,5-dihydronaphtho[1,2-c]isoxazol-7-yl)butanoate (Preparation 94A, isomer 1, 8 mg, 0.015 mmol), 2 M aqueous solution of sodium hydroxide (0.015 mL, 0.030 mmol), water (0.1 mL) and methanol (0.2 mL) was stirred at 66° C. under nitrogen for 30 min. Purification using reverse phase HPLC (Phenomenex Luna AXIA 5 u c18 30×100 mm, 10 min. run, solvent A: 10% MeOH: 90% H2O: 0.1% TFA, solvent B: 90% MeOH, 10% H2O, 0.1% T...